This data is from the Open Reaction Database (ORD), a public repository of structured organic reaction records. The task is: describe an organic reaction: reactants, conditions, products, and yield Reactants: CCOC(=O)C1(NC(=O)c2cc(F)c3ccccc3c2O)Cc2ccccc2C1, OC1CCC1, ClCCl. Product: CCOC(=O)C1(NC(=O)c2cc(F)c3ccccc3c2OC2CCC2)Cc2ccccc2C1. Reaction SMILES: [CH2:1]([CH3:2])[O:3][C:4](=[O:5])[C:6]1([NH:15][C:16](=[O:17])[c:18]2[c:19]([OH:29])[c:20]3[cH:21][cH:22][cH:23][cH:24][c:25]3[c:26]([F:28])[cH:27]2)[CH2:7][c:8]2[cH:9][cH:10][cH:11][cH:12][c:13]2[CH2:14]1.[CH:30]1([OH:34])[CH2:31][CH2:32][CH2:33]1.[Cl:35][CH2:36][Cl:37]>>[CH2:1]([CH3:2])[O:3][C:4](=[O:5])[C:6]1([NH:15][C:16](=[O:17])[c:18]2[c:19]([O:29][CH:30]3[CH2:31][CH2:32][CH2:33]3)[c:20]3[cH:21][cH:22][cH:23][cH:24][c:25]3[c:26]([F:28])[cH:27]2)[CH2:7][c:8]2[cH:9][cH:10][cH:11][cH:12][c:13]2[CH2:14]1.